From a dataset of the Open Reaction Database (ORD), a public repository of structured organic reaction records. describe an organic reaction: reactants, conditions, products, and yield Reaction conditions: time 8 hour. Reaction SMILES: [F:1][C:2]1[C:10]([O:11][C:12]2[CH:17]=[CH:16][N:15]=[C:14]3[CH:18]=[C:19]([C:21]([N:23]4[CH2:27][CH2:26][CH:25]([O:28][CH3:29])[CH2:24]4)=[O:22])[S:20][C:13]=23)=[CH:9][CH:8]=[C:7]2[C:3]=1[CH:4]=[C:5]([CH3:30])[NH:6]2.[OH-].[Na+].Cl[C:34]([O:36][C:37]1[CH:42]=[CH:41][C:40]([N+:43]([O-:45])=[O:44])=[CH:39][CH:38]=1)=[O:35].C(Cl)[Cl:47]>CS(C)=O.[N+](CCCC)(CCCC)(CCCC)CCCC.[Br-]>[N+:43]([C:40]1[CH:39]=[CH:38][C:37]([O:36][C:34]([N:6]2[C:7]3[C:3](=[C:2]([F:1])[C:10]([O:11][C:12]4[CH:17]=[CH:16][N:15]=[C:14]5[CH:18]=[C:19]([C:21]([N:23]6[CH2:27][CH2:26][CH:25]([O:28][CH3:29])[CH2:24]6)=[O:22])[S:20][C:13]=45)=[CH:9][CH:8]=3)[C:4]([Cl:47])=[C:5]2[CH3:30])=[O:35])=[CH:42][CH:41]=1)([O-:45])=[O:44] |f:1.2,6.7|. The reagents and catalysts are [N+](CCCC)(CCCC)(CCCC)CCCC.[Br-] (Bu4NBr). Yield: 19.0%. Reactants: [OH-].[Na+] (NaOH), FC1=C2C=C(NC2=CC=C1OC1=C2C(=NC=C1)C=C(S2)C(=O)N2CC(CC2)OC)C ([7-(4-Fluoro-2-methyl-1 h-indol-5-yloxy)-thieno[3,2-b]pyridin-2-yl]-(3-methoxy-pyrrolidin-1-yl)-methanone), C(Cl)Cl (CH2Cl2), ClC(=O)OC1=CC=C(C=C1)[N+](=O)[O-] (4-nitrophenyl chloroformate). Product: [N+](=O)([O-])C1=CC=C(C=C1)OC(=O)N1C(=C(C2=C(C(=CC=C12)OC1=C2C(=NC=C1)C=C(S2)C(=O)N2CC(CC2)OC)F)Cl)C (3-Chloro-4-fluoro-5-[2-(3-methoxy-pyrrolidine-1-carbonyl)-thieno[3,2-b]pyridin-7-yloxy]-2-methyl-indole-1-carboxylic acid 4-nitro-phenyl ester). Procedure details: To a stirred solution of [7-(4-Fluoro-2-methyl-1 h-indol-5-yloxy)-thieno[3,2-b]pyridin-2-yl]-(3-methoxy-pyrrolidin-1-yl)-methanone (399 mg, 0.94 mmole) in CH2Cl2 (30 ml) and DMSO (0.2 ml) were added, sequentially, freshly crushed NaOH (700 mg, 17.50 mmole), Bu4NBr (25 mg, catalytic amount) and 4-nitrophenyl chloroformate (1.18 g, 5.84 mmole). After stirring at ambient temperature for overnight, the reaction mixture was filtered and the filtrate was concentrated, in vacuo, to give crude product, ... Solvent: CS(=O)C (DMSO). Starting materials: CCN=C=NCCCN(C)C, CN(C)C=O, O=C(O)CCc1cnoc1-c1ccc(Cl)cc1, Cl, Nc1cccnc1, O, O, On1nnc2ccccc21. Yields the product O=C(CCc1cnoc1-c1ccc(Cl)cc1)Nc1cccnc1. Reaction SMILES: [CH2:37]([N:38]=[C:39]=[N:40][CH2:41][CH2:42][CH2:43][N:44]([CH3:45])[CH3:46])[CH3:47].[CH3:49][N:50]([CH3:51])[CH:52]=[O:53].[Cl:8][c:9]1[cH:10][cH:11][c:12](-[c:15]2[c:16]([CH2:20][CH2:21][C:22](=[O:23])[OH:24])[cH:17][n:18][o:19]2)[cH:13][cH:14]1.[ClH:36].[NH2:1][c:2]1[cH:3][n:4][cH:5][cH:6][cH:7]1.[OH2:25].[OH2:48].[OH:26][n:27]1[c:28]2[cH:29][cH:30][cH:31][cH:32][c:33]2[n:34][n:35]1>>[NH:1]([c:2]1[cH:3][n:4][cH:5][cH:6][cH:7]1)[C:22]([CH2:21][CH2:20][c:16]1[c:15](-[c:12]2[cH:11][cH:10][c:9]([Cl:8])[cH:14][cH:13]2)[o:19][n:18][cH:17]1)=[O:23]. Starting materials: N1=CC=C(C=C1)C=1C=C(C=CC1)C=1OC2=C(N1)C=CC=C2C(=O)OC (Methyl 2-(3-(pyridin-4-yl)phenyl)benzo[d]oxazole-7-carboxylate), N (ammonia). Run in CO (methanol). Run at time 3 day. The product is N1=CC=C(C=C1)C=1C=C(C=CC1)C=1OC2=C(N1)C=CC=C2C(=O)N (2-(3-(pyridin-4-yl)phenyl)benzo[d]oxazole-7-carboxamide). The yield is 88.0%. RXN SMILES: [N:1]1[CH:6]=[CH:5][C:4]([C:7]2[CH:8]=[C:9]([C:13]3[O:14][C:15]4[C:21]([C:22]([O:24]C)=O)=[CH:20][CH:19]=[CH:18][C:16]=4[N:17]=3)[CH:10]=[CH:11][CH:12]=2)=[CH:3][CH:2]=1.[NH3:26]>CO>[N:1]1[CH:2]=[CH:3][C:4]([C:7]2[CH:8]=[C:9]([C:13]3[O:14][C:15]4[C:21]([C:22]([NH2:26])=[O:24])=[CH:20][CH:19]=[CH:18][C:16]=4[N:17]=3)[CH:10]=[CH:11][CH:12]=2)=[CH:5][CH:6]=1. Procedure: Methyl 2-(3-(pyridin-4-yl)phenyl)benzo[d]oxazole-7-carboxylate (130 mg, 0.24 mmol) was added to ammonia in methanol (30 mL) and the mixture was stirred at room temperature for 3 days. Then the solid was filtered, washed with methanol, dried in vacuum. 110 mg 2-(3-(pyridin-4-yl)phenyl)benzo[d]oxazole-7-carboxamide was obtained, yield: 88%. 1HNMR (400 MHz, DMSO-d6): δ7.52-7.54 (t, J=6.0 Hz, 1H), 7.56-7.59 (m, 1H), 7.77-7.80 (t, J=6.0 Hz, 1H), 7.86-7.88 (dd, J=6.4 Hz, 0.8 Hz, 1H), 7.92 (brs, 1H), 7... The reactants are CC(C)(CO)CO, CCOC(=O)CSCC(=O)c1ccc(C)cc1, Cc1ccc(S(=O)(=O)O)cc1, c1ccccc1. Yields the product CCOC(=O)CSCC1(c2ccc(C)cc2)OCC(C)(C)CO1. As a reaction SMILES: [CH3:18][C:19]([CH2:20][OH:21])([CH2:22][OH:23])[CH3:24].[CH3:1][c:2]1[cH:3][cH:4][c:5]([C:8]([CH2:9][S:10][CH2:11][C:12](=[O:13])[O:14][CH2:15][CH3:16])=[O:17])[cH:6][cH:7]1.[c:25]1([CH3:26])[cH:27][cH:28][c:29]([S:30]([OH:31])(=[O:32])=[O:33])[cH:34][cH:35]1.[cH:36]1[cH:37][cH:38][cH:39][cH:40][cH:41]1>>[CH3:1][c:2]1[cH:3][cH:4][c:5]([C:8]2([CH2:9][S:10][CH2:11][C:12](=[O:13])[O:14][CH2:15][CH3:16])[O:17][CH2:22][C:19]([CH3:18])([CH3:24])[CH2:20][O:21]2)[cH:6][cH:7]1. The reactants are C(C)OC([C@H]1N(CCC1)C(C1=C(C=C(C(=C1)OC)OCCCOC1=CC2=C(C(N3[C@H](CN2)CCC3)=O)C=C1OC)N)=O)SCC ((2S)-N-{4-[3-(7-Methoxy-(11aS)-1,2,3,10,11,11a-hexahydro-5H-pyrrolo[2,1-c][1,4]benzodiazepine-5-one-8-yloxy)propoxy]-5-methoxy-2-aminobenzoyl}pyrrolidine-2-carboxaldehyde diethyl thioacetal), C(=O)([O-])[O-].[Ca+2] (CaCO3), CCOC(=O)C (EtOAc). The reagents and catalysts are Cl[Hg]Cl (HgCl2). Solvent: CC#N.O (CH3CN H2O). Product: COC=1C(=CC2=C(C(N3[C@H](C=N2)CCC3)=O)C1)OCCCOC1=CC3=C(C(N2[C@H](CN3)CCC2)=O)C=C1OC (7-Methoxy-8-{3-[7-methoxy-(11aS)-1,2,3,10,11,11a-hexahydro-5H-pyrrolo[2,1-c][1,4]benzodiazepine-5-one-8-yloxy]propoxy}-(11aS)-1,2,3,11a-tetrahydro-5H-pyrrolo[2,1-c][1,4]benzodiazepine-5-one). Reaction SMILES: C(O[CH:4](SCC)[C@@H:5]1[CH2:9][CH2:8][CH2:7][N:6]1[C:10](=[O:42])[C:11]1[CH:16]=[C:15]([O:17][CH3:18])[C:14]([O:19][CH2:20][CH2:21][CH2:22][O:23][C:24]2[C:38]([O:39][CH3:40])=[CH:37][C:27]3[C:28](=[O:36])[N:29]4[CH2:35][CH2:34][CH2:33][C@H:30]4[CH2:31][NH:32][C:26]=3[CH:25]=2)=[CH:13][C:12]=1[NH2:41])C.C([O-])([O-])=O.[Ca+2].CCOC(C)=O>CC#N.O.Cl[Hg]Cl>[CH3:18][O:17][C:15]1[C:14]([O:19][CH2:20][CH2:21][CH2:22][O:23][C:24]2[C:38]([O:39][CH3:40])=[CH:37][C:27]3[C:28](=[O:36])[N:29]4[CH2:35][CH2:34][CH2:33][C@H:30]4[CH2:31][NH:32][C:26]=3[CH:25]=2)=[CH:13][C:12]2[N:41]=[CH:4][C@@H:5]3[CH2:9][CH2:8][CH2:7][N:6]3[C:10](=[O:42])[C:11]=2[CH:16]=1 |f:1.2,4.5|. Reported procedure: A solution of the (2S)-N-{4-[3-(7-Methoxy-(11aS)-1,2,3,10,11,11a-hexahydro-5H-pyrrolo[2,1-c][1,4]benzodiazepine-5-one-8-yloxy)propoxy]-5-methoxy-2-aminobenzoyl}pyrrolidine-2-carboxaldehyde diethyl thioacetal IV (658 mg, 1 mmol), HgCl2 (794 mg, 2.93 mmol) and CaCO3 (300 mg, 3 mmol) in CH3CN/H2O (4:1, 15 mL) was stirred at room temperature for 12 h until TLC (EtOAc), indicates complete loss of starting material. Then organic layer is evaporated in vacuum and the residue is diluted with EtOAc. To t... Reactants: C=C(C)c1cnn(C)c1-c1cc(C(=O)OC)sc1C, CO. Yields the product COC(=O)c1cc(-c2c(C(C)C)cnn2C)c(C)s1. As a reaction SMILES: [CH3:1][c:2]1[c:3](-[c:11]2[c:12]([C:17](=[CH2:18])[CH3:19])[cH:13][n:14][n:15]2[CH3:16])[cH:4][c:5]([C:7](=[O:8])[O:9][CH3:10])[s:6]1.[CH3:20][OH:21]>>[CH3:1][c:2]1[c:3](-[c:11]2[c:12]([CH:17]([CH3:18])[CH3:19])[cH:13][n:14][n:15]2[CH3:16])[cH:4][c:5]([C:7](=[O:8])[O:9][CH3:10])[s:6]1. Reactants: CC(C)=CCCC(C)=CCCC(C)=CCCC(C)=CCCC(C)=CCCC(C)=CCCC(C)=CCBr, NCc1ccc2c(c1)OCO2, C1CCOC1, O. Product: CC(C)=CCCC(C)=CCCC(C)=CCCC(C)=CCCC(C)=CCCC(C)=CCCC(C)=CCNCc1ccc2c(c1)OCO2. RXN SMILES: [CH2:1]([CH:2]=[C:3]([CH3:4])[CH2:5][CH2:6][CH:7]=[C:8]([CH3:9])[CH2:10][CH2:11][CH:12]=[C:13]([CH3:14])[CH3:15])[CH2:16][C:17](=[CH:18][CH2:19][CH2:20][C:21](=[CH:22][CH2:23][CH2:24][C:25](=[CH:26][CH2:27][CH2:28][C:29](=[CH:30][CH2:31][Br:32])[CH3:33])[CH3:34])[CH3:35])[CH3:36].[CH2:37]([c:38]1[cH:39][c:40]2[c:44]([cH:45][cH:46]1)[O:43][CH2:42][O:41]2)[NH2:47].[CH2:49]1[O:50][CH2:51][CH2:52][CH2:53]1.[OH2:48]>>[CH2:1]([CH:2]=[C:3]([CH3:4])[CH2:5][CH2:6][CH:7]=[C:8]([CH3:9])[CH2:10][CH2:11][CH:12]=[C:13]([CH3:14])[CH3:15])[CH2:16][C:17](=[CH:18][CH2:19][CH2:20][C:21](=[CH:22][CH2:23][CH2:24][C:25](=[CH:26][CH2:27][CH2:28][C:29](=[CH:30][CH2:31][NH:47][CH2:37][c:38]1[cH:39][c:40]2[c:44]([cH:45][cH:46]1)[O:43][CH2:42][O:41]2)[CH3:33])[CH3:34])[CH3:35])[CH3:36].